The task is: describe an organic reaction: reactants, conditions, products, and yield. This data is from the Open Reaction Database (ORD), a public repository of structured organic reaction records. The reactants are CC1(OB(OC1(C)C)C=1CC(SC(C1)(C)C)(C)C)C (4,4,5,5-tetramethyl-2-(2,2,6,6-tetramethyl-3,6-dihydro-2H-thiopyran-4-yl)-[1,3,2]dioxaborolane), BrC1=NC=C(C=C1)[N+](=O)[O-] (2-bromo-5-nitro-pyridine). Product: [N+](=O)([O-])C=1C=CC(=NC1)C=1CC(SC(C1)(C)C)(C)C (5-Nitro-2-(2,2,6,6-tetramethyl-3,6-dihydro-2H-thiopyran-4-yl)-pyridine). RXN SMILES: CC1(C)C(C)(C)OB([C:9]2[CH2:10][C:11]([CH3:18])([CH3:17])[S:12][C:13]([CH3:16])([CH3:15])[CH:14]=2)O1.Br[C:21]1[CH:26]=[CH:25][C:24]([N+:27]([O-:29])=[O:28])=[CH:23][N:22]=1>>[N+:27]([C:24]1[CH:25]=[CH:26][C:21]([C:9]2[CH2:10][C:11]([CH3:18])([CH3:17])[S:12][C:13]([CH3:15])([CH3:16])[CH:14]=2)=[N:22][CH:23]=1)([O-:29])=[O:28]. Procedure: The title compound was prepared from 4,4,5,5-tetramethyl-2-(2,2,6,6-tetramethyl-3,6-dihydro-2H-thiopyran-4-yl)-[1,3,2]dioxaborolane (as prepared in the previous step) and 2-bromo-5-nitro-pyridine according to the procedure of Example 15, step (c). Mass spectrum (ESI, m/z): Calcd. for C14H18N2O2S, 279.1 (M+H), found 279.2. Starting materials: COC(=O)c1nc(Br)n2c1CN(C(=O)OC(C)(C)C)CC2, CO, [Li+], [OH-], O. The product is CC(C)(C)OC(=O)N1CCn2c(Br)nc(C(=O)O)c2C1. Reaction SMILES: [Br:1][c:2]1[n:3][c:4]([C:18](=[O:19])[O:20][CH3:21])[c:5]2[n:6]1[CH2:7][CH2:8][N:9]([C:11](=[O:12])[O:13][C:14]([CH3:15])([CH3:16])[CH3:17])[CH2:10]2.[CH3:24][OH:25].[Li+:23].[OH-:22].[OH2:26]>>[Br:1][c:2]1[n:3][c:4]([C:18](=[O:19])[OH:20])[c:5]2[n:6]1[CH2:7][CH2:8][N:9]([C:11](=[O:12])[O:13][C:14]([CH3:15])([CH3:16])[CH3:17])[CH2:10]2. Solvent: C1CCOC1 (THF). Yields the product ClC1=CC=C(CN2C(=C(C3=CC(=CC=C23)OCC2=NC=CC=C2)SC(C)(C)C)CC(C(=O)O)(C)C)C=C1 (3-[1-(4-Chlorobenzyl)-3-(t-butylthio)-5-(pyridin-2-ylmethyoxy)indol-2-yl]-2,2-dimethylpropanoic acid). Reaction SMILES: C([O:4][C:5](=[O:40])[C:6]([CH3:39])([CH3:38])[CH2:7][C:8]1[N:9]([CH2:30][C:31]2[CH:36]=[CH:35][C:34]([Cl:37])=[CH:33][CH:32]=2)[C:10]2[C:15]([C:16]=1[S:17][C:18]([CH3:21])([CH3:20])[CH3:19])=[CH:14][C:13]([O:22][CH2:23][C:24]1[CH:29]=[CH:28][CH:27]=[CH:26][N:25]=1)=[CH:12][CH:11]=2)C=C.CO.[Li+].[OH-].Cl>C1COCC1>[Cl:37][C:34]1[CH:35]=[CH:36][C:31]([CH2:30][N:9]2[C:10]3[C:15](=[CH:14][C:13]([O:22][CH2:23][C:24]4[CH:29]=[CH:28][CH:27]=[CH:26][N:25]=4)=[CH:12][CH:11]=3)[C:16]([S:17][C:18]([CH3:21])([CH3:20])[CH3:19])=[C:8]2[CH2:7][C:6]([CH3:39])([CH3:38])[C:5]([OH:40])=[O:4])=[CH:32][CH:33]=1 |f:2.3|. The reactants are Cl (HCl), CO (MeOH), [Li+].[OH-] (LiOH), C(C=C)OC(C(CC=1N(C2=CC=C(C=C2C1SC(C)(C)C)OCC1=NC=CC=C1)CC1=CC=C(C=C1)Cl)(C)C)=O (3-[1-(4-Chlorobenzyl)-3-(t-butylthio)-5-(pyridin-2-ylmethyoxy)indol-2-yl]-2,2-dimethylpropanoic acid allyl ester). Procedure details: The compound from Step 1 (133 mg) was dissolved in THF (5 mL), MeOH (3 mL), and 1N LiOH (1.2 mL) and heated at 55° C. for 1 hour. After cooling to room temperature, the mixture was acidified with 1N HCl and extracted with EtOAc. The organic layer was washed with brine, dried over MgSO4, filtered, and evaporated to dryness. The residue was swished in ether/hexane, affording the title compound as a white solid, m.p. 186.2°-187.7° C. Starting materials: COC=O, Cl, [H-], [Na+], CN(C)C=O, O, COC(=O)Cc1cccnc1Oc1cccc(CO)c1. Yields the product COC=C(C(=O)OC)c1cccnc1Oc1cccc(CO)c1. As a reaction SMILES: [CH:23](=[O:24])[O:25][CH3:26].[ClH:27].[H-:1].[Na+:2].[O:28]=[CH:29][N:30]([CH3:31])[CH3:32].[OH2:33].[OH:3][CH2:4][c:5]1[cH:6][c:7]([O:8][c:9]2[n:10][cH:11][cH:12][cH:13][c:14]2[CH2:15][C:16](=[O:17])[O:18][CH3:19])[cH:20][cH:21][cH:22]1>>[OH:3][CH2:4][c:5]1[cH:6][c:7]([O:8][c:9]2[n:10][cH:11][cH:12][cH:13][c:14]2[C:15]([C:16](=[O:17])[O:18][CH3:19])=[CH:23][O:25][CH3:26])[cH:20][cH:21][cH:22]1. The reactants are CC1(COC1)CN, C1=CC(=C(N=C1)Br)Cl. The reagents and catalysts are CC(C)(C)[O-].[Na+], C1=CC=C(C=C1)P(C2=CC=CC=C2)C3=C(C4=CC=CC=C4C=C3)C5=C(C=CC6=CC=CC=C65)P(C7=CC=CC=C7)C8=CC=CC=C8, C1=CC=C(C=C1)/C=C/C(=O)/C=C/C2=CC=CC=C2.C1=CC=C(C=C1)/C=C/C(=O)/C=C/C2=CC=CC=C2.C1=CC=C(C=C1)/C=C/C(=O)/C=C/C2=CC=CC=C2.[Pd].[Pd]. The solvent is CC1=CC=CC=C1. Conditions: temperature 115 celsius. Yields the product CC1(COC1)CNC2=C(C=CC=N2)Cl. Isolated yield 12.2%. Reported procedure: In a 5 MW vial, Pd2((dba)3 (7.23 mg, 7.90 µmol), 2,2'-bis(diphenylphosphanyl)-1,1'-binaphthalene (BINAP) (9.71 mg, 0.02 mmol), sodium 2-methylpropan-2-olate (174 mg, 1.81 mmol), (3-methyloxetan-3-yl)methanamine (126 mg, 1.25 mmol) and 2-bromo-3-chloropyridine (200 mg, 1.04 mmol) mixed in toluene (2 mL) to give a brown suspension. The mixture was degassed with N2 bubbling for 5 min, then the vial was capped and the reaction stirred at 115°C in an oil-bath for 1h then to rt for 2h.  LC-MS: 61% pro...